Dataset: the Open Reaction Database (ORD), a public repository of structured organic reaction records. Task: describe an organic reaction: reactants, conditions, products, and yield The reactants are O=C([O-])[O-], CCOC(=O)c1ccc2c(c1)CC(C)(C)C(c1cccc(N)c1)N2, COC(=O)C(C)(C)Br, CN(C)C=O, [K+], [K+]. Yields the product CCOC(=O)c1ccc2c(c1)CC(C)(C)C(c1cccc(NC(C)(C)C(=O)OC)c1)N2. Reaction SMILES: [C:33](=[O:34])([O-:35])[O-:36].[CH2:1]([CH3:2])[O:3][C:4](=[O:5])[c:6]1[cH:7][c:8]2[c:13]([cH:14][cH:15]1)[NH:12][CH:11]([c:16]1[cH:17][c:18]([NH2:22])[cH:19][cH:20][cH:21]1)[C:10]([CH3:23])([CH3:24])[CH2:9]2.[CH3:25][O:26][C:27]([C:28]([CH3:29])([CH3:30])[Br:31])=[O:32].[CH3:39][N:40]([CH3:41])[CH:42]=[O:43].[K+:37].[K+:38]>>[CH2:1]([CH3:2])[O:3][C:4](=[O:5])[c:6]1[cH:7][c:8]2[c:13]([cH:14][cH:15]1)[NH:12][CH:11]([c:16]1[cH:17][c:18]([NH:22][C:28]([C:27]([O:26][CH3:25])=[O:32])([CH3:29])[CH3:30])[cH:19][cH:20][cH:21]1)[C:10]([CH3:23])([CH3:24])[CH2:9]2. The reactants are C1(=CC=CC=C1)C1(C2=CC(=CC=C2C=2C=CC(=CC12)Br)Br)C1=CC=C(C=C1)C (9-phenyl-9-(4-methylphenyl)-2,7-dibromofluorene), C1CC(=O)N(C1=O)Br (NBS). Run in C(Cl)(Cl)(Cl)Cl (CCl4). Yields the product C1(=CC=CC=C1)C1(C2=CC(=CC=C2C=2C=CC(=CC12)Br)Br)C1=CC=C(C=C1)CBr (9-phenyl-9-(4-bromomethylphenyl)-2,7-dibromofluorene). Isolated yield 89.8%. Reaction SMILES: [C:1]1([C:7]2([C:22]3[CH:27]=[CH:26][C:25]([CH3:28])=[CH:24][CH:23]=3)[C:19]3[CH:18]=[C:17]([Br:20])[CH:16]=[CH:15][C:14]=3[C:13]3[C:8]2=[CH:9][C:10]([Br:21])=[CH:11][CH:12]=3)[CH:6]=[CH:5][CH:4]=[CH:3][CH:2]=1.C1C(=O)N([Br:36])C(=O)C1>C(Cl)(Cl)(Cl)Cl>[C:1]1([C:7]2([C:22]3[CH:23]=[CH:24][C:25]([CH2:28][Br:36])=[CH:26][CH:27]=3)[C:8]3[CH:9]=[C:10]([Br:21])[CH:11]=[CH:12][C:13]=3[C:14]3[C:19]2=[CH:18][C:17]([Br:20])=[CH:16][CH:15]=3)[CH:6]=[CH:5][CH:4]=[CH:3][CH:2]=1. Procedure details: Into a flask, 9-phenyl-9-(4-methylphenyl)-2,7-dibromofluorene (0.90 g, 1.84 mmol), NBS (0.33 g, 1.84 mmol), BPO (0.044 g, 0.184 mmol) and CCl4 (10 ml) were added and reacted under reflux for 2 hr. Then, the reaction system was cooled and filtered. After removing the filtrate, a gray solid of 9-phenyl-9-(4-bromomethylphenyl)-2,7-dibromofluorene (0.94 g) was obtained as a pure intermediate product (yield, 90%). 1HNMR (300 MHz, CDCl3): δ 7.51-7.48 (m, 6H), 7.26-7.00 (M, 9H), 4.46 (s, 2H). The reactants are Clc1cccc(Br)c1, CN(C)C=O, CCOC(C)=O, CC(=O)O, CC(C)NC(C)C, [Li]CCCC, C1CCOC1, O. Yields the product O=Cc1c(Cl)cccc1Br. As a reaction SMILES: [Br:13][c:14]1[cH:15][c:16]([Cl:20])[cH:17][cH:18][cH:19]1.[CH3:21][N:22]([CH:23]=[O:24])[CH3:25].[CH3:31][CH2:32][O:33][C:34](=[O:35])[CH3:36].[CH3:38][C:39](=[O:40])[OH:41].[CH:6]([NH:7][CH:8]([CH3:9])[CH3:10])([CH3:11])[CH3:12].[Li:1][CH2:2][CH2:3][CH2:4][CH3:5].[O:26]1[CH2:27][CH2:28][CH2:29][CH2:30]1.[OH2:37]>>[Br:13][c:14]1[c:15]([CH:23]=[O:24])[c:16]([Cl:20])[cH:17][cH:18][cH:19]1. Reactants: CCOC(=O)c1c(O)ncnc1CC, [Na+], [OH-], O, O=P(Cl)(Cl)Cl. Yields the product CCOC(=O)c1c(Cl)ncnc1CC. Reaction SMILES: [CH2:1]([CH3:2])[c:3]1[c:4]([C:10](=[O:11])[O:12][CH2:13][CH3:14])[c:5]([OH:9])[n:6][cH:7][n:8]1.[Na+:21].[OH-:20].[OH2:22].[P:15]([Cl:16])([Cl:17])([Cl:18])=[O:19]>>[CH2:1]([CH3:2])[c:3]1[c:4]([C:10](=[O:11])[O:12][CH2:13][CH3:14])[c:5]([Cl:17])[n:6][cH:7][n:8]1. Starting materials: C1=CN(C=N1)C(=O)N2C=CN=C2 (N,N-carbonyldiimidazole), C(C)(C)(C)OC(=O)N(CCC(C(=O)O)(C)C)C (4-[(tert-butoxycarbonyl)(methyl)amino]-2,2-dimethylbutanoic acid), [Br-].NCCCC[P+](C1=CC=CC=C1)(C1=CC=CC=C1)C1=CC=CC=C1 ((4-Aminobutyl)(triphenyl)phosphonium bromide). Run in C(Cl)Cl (methylene chloride), CN(C=O)C (N,N-dimethylformamide). Run at time 30 minute. The product is [Br-].CC(C(NCCCC[P+](C1=CC=CC=C1)(C1=CC=CC=C1)C1=CC=CC=C1)=O)(CCN(C(OC(C)(C)C)=O)C)C (8,8,11,14,14-pentamethyl-7,12-dioxo-1,1,1-triphenyl-13-oxa-6,11-diaza-1-phosphoniapentadecane bromide). Yield: 68.2%. RXN SMILES: [C:1]([O:5][C:6]([N:8]([CH3:17])[CH2:9][CH2:10][C:11]([CH3:16])([CH3:15])[C:12]([OH:14])=O)=[O:7])([CH3:4])([CH3:3])[CH3:2].C1N=CN(C(N2C=NC=C2)=O)C=1.[Br-:30].[NH2:31][CH2:32][CH2:33][CH2:34][CH2:35][P+:36]([C:49]1[CH:54]=[CH:53][CH:52]=[CH:51][CH:50]=1)([C:43]1[CH:48]=[CH:47][CH:46]=[CH:45][CH:44]=1)[C:37]1[CH:42]=[CH:41][CH:40]=[CH:39][CH:38]=1>CN(C)C=O.C(Cl)Cl>[Br-:30].[CH3:15][C:11]([CH3:16])([CH2:10][CH2:9][N:8]([CH3:17])[C:6](=[O:7])[O:5][C:1]([CH3:2])([CH3:3])[CH3:4])[C:12](=[O:14])[NH:31][CH2:32][CH2:33][CH2:34][CH2:35][P+:36]([C:49]1[CH:54]=[CH:53][CH:52]=[CH:51][CH:50]=1)([C:37]1[CH:38]=[CH:39][CH:40]=[CH:41][CH:42]=1)[C:43]1[CH:48]=[CH:47][CH:46]=[CH:45][CH:44]=1 |f:2.3,6.7|. Reported procedure: 4-[(tert-butoxycarbonyl)(methyl)amino]-2,2-dimethylbutanoic acid (Organic and Molecular Chemistry, 2011, 9, 1846-1854, 117 mg, 0.48 mmol) was dissolved in N,N-dimethylformamide (1.2 mL) and treated with N,N-carbonyldiimidazole (104 mg, 0.64 mmol). The mixture was stirred at room temperature for 30 minutes. (4-Aminobutyl)(triphenyl)phosphonium bromide (277 mg, 0.67 mmol) was added, and the reaction was stirred overnight at room temperature. The reaction mixture was then diluted with methylene chl... Reactants: C(C)OC([C@@H](CN(NC(=O)C1=CC(=NO1)O)CC1=CC=C(C=C1)C1=CC(=CC=C1)Cl)O)=O ((R)-3-[N-(3′-Chlorobiphenyl-4-ylmethyl)-N′-(3-hydroxy-isoxazole-5-carbonyl)-hydrazino]-2-hydroxy-propionic acid ethyl ester), C(C1=CC=CC=C1)O (benzyl alcohol), Cl (HCl), O1CCOCC1 (dioxane). Conditions: time 6 hour. The product is C(C1=CC=CC=C1)OC([C@@H](CN(NC(=O)C1=CC(=NO1)O)CC1=CC=C(C=C1)C1=CC(=CC=C1)Cl)O)=O ((R)-3-[N-(3′-Chlorobiphenyl-4-ylmethyl)-N′-(3-hydroxyisoxazole-5-carbonyl)-hydrazino]-2-hydroxypropionic Acid Benzyl Ester). Yield: 39.9%. As a reaction SMILES: [CH2:1]([O:3][C:4](=[O:32])[C@H:5]([OH:31])[CH2:6][N:7]([CH2:17][C:18]1[CH:23]=[CH:22][C:21]([C:24]2[CH:29]=[CH:28][CH:27]=[C:26]([Cl:30])[CH:25]=2)=[CH:20][CH:19]=1)[NH:8][C:9]([C:11]1[O:15][N:14]=[C:13]([OH:16])[CH:12]=1)=[O:10])[CH3:2].C(O)[C:34]1[CH:39]=[CH:38]C=[CH:36][CH:35]=1.Cl.O1CCOCC1>>[CH2:1]([O:3][C:4](=[O:32])[C@H:5]([OH:31])[CH2:6][N:7]([CH2:17][C:18]1[CH:23]=[CH:22][C:21]([C:24]2[CH:29]=[CH:28][CH:27]=[C:26]([Cl:30])[CH:25]=2)=[CH:20][CH:19]=1)[NH:8][C:9]([C:11]1[O:15][N:14]=[C:13]([OH:16])[CH:12]=1)=[O:10])[C:2]1[CH:38]=[CH:39][CH:34]=[CH:35][CH:36]=1. Procedure details: (R)-3-[N-(3′-Chlorobiphenyl-4-ylmethyl)-N′-(3-hydroxy-isoxazole-5-carbonyl)-hydrazino]-2-hydroxy-propionic acid ethyl ester (1.5 g, 3.3 mmol) was dissolved in benzyl alcohol (20 mL, 100 mmol) and 4 M HCl in dioxane (10 mL, 40 mmol) was added. The mixture was stirred at room temperature for 6 hours. The mixture was evaporated under reduced pressure and purified (Interchim C18 reverse phase chromatography column, 30-95% MeCN in water with 0.05% TFA). The clean fractions were combined, lyophilized ... Starting materials: O=C1CCC(=O)N1Br, ClC(Cl)(Cl)Cl, O=C(OOC(=O)c1ccccc1)c1ccccc1, COc1c(C)cccc1C(=O)c1ccc(Cl)cc1. The product is COc1c(CBr)cccc1C(=O)c1ccc(Cl)cc1. Reaction SMILES: [Br:1][N:2]1[C:3](=[O:4])[CH2:5][CH2:6][C:7]1=[O:8].[C:45]([Cl:46])([Cl:47])([Cl:48])[Cl:49].[C:9]([O:10][O:11][C:12](=[O:13])[c:14]1[cH:15][cH:16][cH:17][cH:18][cH:19]1)(=[O:20])[c:21]1[cH:22][cH:23][cH:24][cH:25][cH:26]1.[CH3:27][O:28][c:29]1[c:30]([C:31](=[O:32])[c:33]2[cH:34][cH:35][c:36]([Cl:39])[cH:37][cH:38]2)[cH:40][cH:41][cH:42][c:43]1[CH3:44]>>[Br:1][CH2:44][c:43]1[c:29]([O:28][CH3:27])[c:30]([C:31](=[O:32])[c:33]2[cH:34][cH:35][c:36]([Cl:39])[cH:37][cH:38]2)[cH:40][cH:41][cH:42]1. The reactants are ClC=1C(=C(C(=NC1)N)[N+](=O)[O-])N1CCN(CC1)CC1=NOC(=C1)C (5-chloro-4-[4-(5-methyl-isoxazol-3-ylmethyl)-piperazin-1-yl]-3-nitro-pyridin-2-ylamine), CCO (EtOH), [O-]S(=O)S(=O)[O-].[Na+].[Na+] (Na2S2O4), N1(CCOCC1)CC1=CC=C(C=O)C=C1 (4-morpholin-4-ylmethyl-benzaldehyde). Run in C(C)OCC (diethyl ether). Run at temperature 80 celsius, time 20 hour. Yields the product ClC=1C(=C2C(=NC1)NC(=N2)C2=CC=C(C=C2)CN2CCOCC2)N2CCN(CC2)CC2=NOC(=C2)C (6-Chloro-7-[4-(5-methyl-isoxazol-3-ylmethyl)-piperazin-1-yl]-2-(4-morpholin-4-ylmethyl-phenyl)-3H-imidazo[4,5-b]pyridine). As a reaction SMILES: [Cl:1][C:2]1[C:3]([N:12]2[CH2:17][CH2:16][N:15]([CH2:18][C:19]3[CH:23]=[C:22]([CH3:24])[O:21][N:20]=3)[CH2:14][CH2:13]2)=[C:4]([N+:9]([O-])=O)[C:5]([NH2:8])=[N:6][CH:7]=1.CCO.[N:28]1([CH2:34][C:35]2[CH:42]=[CH:41][C:38]([CH:39]=O)=[CH:37][CH:36]=2)[CH2:33][CH2:32][O:31][CH2:30][CH2:29]1.[O-]S(S([O-])=O)=O.[Na+].[Na+]>C(OCC)C>[Cl:1][C:2]1[C:3]([N:12]2[CH2:17][CH2:16][N:15]([CH2:18][C:19]3[CH:23]=[C:22]([CH3:24])[O:21][N:20]=3)[CH2:14][CH2:13]2)=[C:4]2[N:9]=[C:39]([C:38]3[CH:37]=[CH:36][C:35]([CH2:34][N:28]4[CH2:33][CH2:32][O:31][CH2:30][CH2:29]4)=[CH:42][CH:41]=3)[NH:8][C:5]2=[N:6][CH:7]=1 |f:3.4.5|. Procedure: To a mixture of 5-chloro-4-[4-(5-methyl-isoxazol-3-ylmethyl)-piperazin-1-yl]-3-nitro-pyridin-2-ylamine (0.031 g, 0.09 mmol) and EtOH (3.0 ml) was added 4-morpholin-4-ylmethyl-benzaldehyde (0.025 g, 0.12 mmol) followed by a freshly prepared aqueous solution of Na2S2O4 (1M; 0.36 ml, 0.36 mmol). The reaction mixture was stirred at 80° C. for 20 h, then allowed to cool to room temperature and concentrated in vacuo. The resulting residue was absorbed on silica, and the free-running powder was placed ... The reactants are carbons, bromoalkylaryl, halide, N1=CC=CC2=CC=CC=C12 (quinoline), chloro, bromoalkyl, carbons, chloro. Run in alcohol, N1=CC=CC=C1 (pyridine). Yields the product [NH+]1=CC=CC2=CC=CC=C12 (Quinolinium), [NH+]1=CC=CC=C1 (pyridinium). RXN SMILES: [N:1]1[C:10]2[C:5](=[CH:6][CH:7]=[CH:8][CH:9]=2)[CH:4]=[CH:3][CH:2]=1>N1C=CC=CC=1>[NH+:1]1[C:10]2[C:5](=[CH:6][CH:7]=[CH:8][CH:9]=2)[CH:4]=[CH:3][CH:2]=1.[NH+:1]1[CH:10]=[CH:5][CH:4]=[CH:3][CH:2]=1. Reported procedure: Quinolinium and pyridinium compounds were prepared by heating equimolar amounts of quinoline or pyridine with a chloro- or bromoalkyl of about 4 to about 10 carbons, or a chloro- or bromoalkylaryl of about 7 to about 20 carbons, to a temperature up to about 125° C. in about 30% aqueous alcohol. The reaction product was analyzed for free halide, and used without further purification.